This data is from the Open Reaction Database (ORD), a public repository of structured organic reaction records. The task is: describe an organic reaction: reactants, conditions, products, and yield Reactants: ClC=1C(=NC=C(C1)C(F)(F)F)C1=CC(=C(C=C1)Cl)OC (3-chloro-2-(4-chloro-3-methoxyphenyl)-5-trifluoromethylpyridine), Br (hydrobromic acid). Solvent: O (water). Product: ClC=1C(=NC=C(C1)C(F)(F)F)C1=CC(=C(C=C1)Cl)O (3-Chloro-2-(4-chloro-3-hydroxyphenyl)-5-trifluoromethylpyridine). Yield: 93.6%. RXN SMILES: [Cl:1][C:2]1[C:3]([C:12]2[CH:17]=[CH:16][C:15]([Cl:18])=[C:14]([O:19]C)[CH:13]=2)=[N:4][CH:5]=[C:6]([C:8]([F:11])([F:10])[F:9])[CH:7]=1.Br>O>[Cl:1][C:2]1[C:3]([C:12]2[CH:17]=[CH:16][C:15]([Cl:18])=[C:14]([OH:19])[CH:13]=2)=[N:4][CH:5]=[C:6]([C:8]([F:11])([F:9])[F:10])[CH:7]=1. Procedure: 20.0 g (62.1 mmol) of 3-chloro-2-(4-chloro-3-methoxyphenyl)-5-trifluoromethylpyridine in 110 ml of 47% strength aqueous hydrobromic acid were refluxed for five hours. The reaction mixture was then diluted, while cooling in ice, with about 400 ml of water and extracted three times with 150 ml of methylene chloride each time. The combined organic phases were dried over sodium sulfate and evaporated to give a residue of 17.9 g (94%) of colorless crystals of melting point 105°-107° C. Reaction SMILES: [C:1](#[N:2])[c:3]1[cH:4][c:5]([S:29](=[O:30])(=[O:31])[CH3:32])[c:6]([CH:9]2[NH:10][C:11](=[O:28])[N:12]([c:18]3[cH:19][c:20]([C:24]([F:25])([F:26])[F:27])[cH:21][cH:22][cH:23]3)[C:13]([CH3:17])=[C:14]2[C:15]#[N:16])[cH:7][cH:8]1.[CH2:46]1[O:47][CH2:48][CH2:49][CH2:50]1.[H-:33].[Na+:34].[c:35]1([CH3:45])[cH:36][cH:37][c:38]([S:41](=[O:42])(=[O:43])[Cl:44])[cH:39][cH:40]1>>[C:1](#[N:2])[c:3]1[cH:4][c:5]([S:29](=[O:30])(=[O:31])[CH3:32])[c:6]([CH:9]2[N:10]([S:41]([c:38]3[cH:37][cH:36][c:35]([CH3:45])[cH:40][cH:39]3)(=[O:42])=[O:43])[C:11](=[O:28])[N:12]([c:18]3[cH:19][c:20]([C:24]([F:25])([F:26])[F:27])[cH:21][cH:22][cH:23]3)[C:13]([CH3:17])=[C:14]2[C:15]#[N:16])[cH:7][cH:8]1. Starting materials: CC1=C(C#N)C(c2ccc(C#N)cc2S(C)(=O)=O)NC(=O)N1c1cccc(C(F)(F)F)c1, C1CCOC1, [H-], [Na+], Cc1ccc(S(=O)(=O)Cl)cc1. Yields the product CC1=C(C#N)C(c2ccc(C#N)cc2S(C)(=O)=O)N(S(=O)(=O)c2ccc(C)cc2)C(=O)N1c1cccc(C(F)(F)F)c1. Reaction conditions: time 10 minute. Reported procedure: A test tube for microwave was charged with tris(dibenzylidenacetone)dipalladium (0) chloroform adduct (205 mg, 0.20 mmol), 9,9-dimethyl-9H-xanthene-4,5-diyl)bis[diphenylphosphine] (345 mg, 0.60 mmol), 4-acetyl-2-methylphenyl trifluoromethanesulfonate (1.41 g, 5.0 mmol), methanesulfonamide (570 mg, 6.0 mmol), cesium carbonate (1.63 g, 7.0 mmol) and 1,4-dioxane (5 ml). The mixture was subjected to microwave irradiation at 120° C. with stirring for 10 minutes. Then, it was filterd off and the filtr... Product: C(C)(=O)C1=CC(=C(C=C1)NS(=O)(=O)C)C (N-(4-Acetyl-2-methylphenyl)methanesulfonamide). Starting materials: tris(dibenzylidenacetone)dipalladium (0) chloroform, bis[diphenylphosphine], FC(S(=O)(=O)OC1=C(C=C(C=C1)C(C)=O)C)(F)F (4-acetyl-2-methylphenyl trifluoromethanesulfonate), CS(=O)(=O)N (methanesulfonamide), C([O-])([O-])=O.[Cs+].[Cs+] (cesium carbonate), O1CCOCC1 (1,4-dioxane). The yield is 34.3%. Run in C(C)(=O)OCC (ethyl acetate). As a reaction SMILES: FC(F)(F)S(O[C:7]1[CH:12]=[CH:11][C:10]([C:13](=[O:15])[CH3:14])=[CH:9][C:8]=1[CH3:16])(=O)=O.[CH3:19][S:20]([NH2:23])(=[O:22])=[O:21].C(=O)([O-])[O-].[Cs+].[Cs+].O1CCOCC1>C(OCC)(=O)C>[C:13]([C:10]1[CH:11]=[CH:12][C:7]([NH:23][S:20]([CH3:19])(=[O:22])=[O:21])=[C:8]([CH3:16])[CH:9]=1)(=[O:15])[CH3:14] |f:2.3.4|.